From a dataset of the Open Reaction Database (ORD), a public repository of structured organic reaction records. describe an organic reaction: reactants, conditions, products, and yield Reaction SMILES: [ClH:1].Cl.Br[C:4]1[CH:9]=[CH:8][C:7]([CH2:10][O:11][C:12]2[CH:13]=[C:14]3[C:19](=[CH:20][CH:21]=2)[CH2:18][CH:17]([CH2:22][CH2:23][N:24]([CH3:26])[CH3:25])[CH2:16][CH2:15]3)=[CH:6][N:5]=1.C1(C)C=CC=CC=1.C(=O)([O-])[O-].[Na+].[Na+].[CH3:40][O:41][C:42]1[CH:47]=[CH:46][C:45](OB(O)O)=[CH:44][CH:43]=1>O.C1C=CC([P]([Pd]([P](C2C=CC=CC=2)(C2C=CC=CC=2)C2C=CC=CC=2)([P](C2C=CC=CC=2)(C2C=CC=CC=2)C2C=CC=CC=2)[P](C2C=CC=CC=2)(C2C=CC=CC=2)C2C=CC=CC=2)(C2C=CC=CC=2)C2C=CC=CC=2)=CC=1.C(O)C>[ClH:1].[ClH:1].[CH3:25][N:24]([CH2:23][CH2:22][CH:17]1[CH2:16][CH2:15][C:14]2[C:19](=[CH:20][CH:21]=[C:12]([O:11][CH2:10][C:7]3[CH:6]=[N:5][C:4]([C:43]4[CH:44]=[CH:45][CH:46]=[CH:47][C:42]=4[O:41][CH3:40])=[CH:9][CH:8]=3)[CH:13]=2)[CH2:18]1)[CH3:26] |f:0.1.2,4.5.6,11.12.13,^1:56,58,77,96|. Isolated yield 166.2%. The product is Cl.Cl.CN(C)CCC1CC2=CC=C(C=C2CC1)OCC=1C=NC(=CC1)C1=C(C=CC=C1)OC ((+)-2-[2-(N,N-Dimethylamino)ethyl]-6-[6-(methoxyphenyl)-3-pyridyl]methoxytetralin Dihydrochloride). Reagents/catalysts: C=1C=CC(=CC1)[P](C=2C=CC=CC2)(C=3C=CC=CC3)[Pd]([P](C=4C=CC=CC4)(C=5C=CC=CC5)C=6C=CC=CC6)([P](C=7C=CC=CC7)(C=8C=CC=CC8)C=9C=CC=CC9)[P](C=1C=CC=CC1)(C=1C=CC=CC1)C=1C=CC=CC1 (tetrakis(triphenylphosphine)palladium). Conditions: time 10 minute. The reactants are COC1=CC=C(C=C1)OB(O)O (4-methoxyphenylboric acid), Cl.Cl.BrC1=NC=C(C=C1)COC=1C=C2CCC(CC2=CC1)CCN(C)C ((+)-6-(2-bromopyridin-5-yl)methoxy-2-[2-(N,N-dimethylamino)ethyl]tetralin dihydrochloride), C1(=CC=CC=C1)C (toluene), C([O-])([O-])=O.[Na+].[Na+] (sodium carbonate). The solvent is O (water), C(C)O (ethanol). Procedure: A mixture of (+)-6-(2-bromopyridin-5-yl)methoxy-2-[2-(N,N-dimethylamino)ethyl]tetralin dihydrochloride (0.2 g), toluene (8 ml), ethanol (1 ml), 2M aqueous sodium carbonate (1 ml) was stirred at room temperature for 10 min. 4-methoxyphenylboric acid (89 mg), and tetrakis(triphenylphosphine)palladium (27 mg) was added and the reaction mixture was heated under reflux under argon for 15 hr and cooled. The reaction mixture was diluted with water and extracted with ethyl acetate. The organic layer was...